This data is from the Open Reaction Database (ORD), a public repository of structured organic reaction records. The task is: describe an organic reaction: reactants, conditions, products, and yield Isolated yield 60.5%. Conditions: time 1 hour. Procedure: 2-Fluoro-2-methylpropyl trifluoromethanesulfonate (obtained as described in Example 1, preparation of starting materials) (679 mg, 3.03 mmol) was added to a solution of (E)-methyl 3-(4-(3,3-dimethyl-2,3,4,9-tetrahydro-1H-pyrido[3,4-b]indol-1-yl)-3,5-difluorophenyl)acrylate (obtained as described in Example 5, preparation of starting materials) (600 mg, 1.51 mmol) and N-ethyl-N-isopropylpropan-2-amine (0.915 ml, 5.30 mmol) in 1,4-dioxane (2.5 ml). The reaction was stirred at room temperature for ... Yields the product FC=1C=C(C=C(C1C1N(C(CC2=C1NC1=CC=CC=C21)(C)C)CC(C)(C)F)F)/C=C/C(=O)OC ((E)-methyl 3-(3,5-difluoro-4-(2-(2-fluoro-2-methylpropyl)-3,3-dimethyl-2,3,4,9-tetrahydro-1H-pyrido[3,4-b]indol-1-yl)phenyl)acrylate). Run in O1CCOCC1 (1,4-dioxane). As a reaction SMILES: FC(F)(F)S(O[CH2:7][C:8]([F:11])([CH3:10])[CH3:9])(=O)=O.[CH3:14][C:15]1([CH3:42])[NH:27][CH:26]([C:28]2[C:33]([F:34])=[CH:32][C:31](/[CH:35]=[CH:36]/[C:37]([O:39][CH3:40])=[O:38])=[CH:30][C:29]=2[F:41])[C:18]2[NH:19][C:20]3[C:25]([C:17]=2[CH2:16]1)=[CH:24][CH:23]=[CH:22][CH:21]=3.C(N(C(C)C)C(C)C)C>O1CCOCC1>[F:34][C:33]1[CH:32]=[C:31](/[CH:35]=[CH:36]/[C:37]([O:39][CH3:40])=[O:38])[CH:30]=[C:29]([F:41])[C:28]=1[CH:26]1[C:18]2[NH:19][C:20]3[C:25]([C:17]=2[CH2:16][C:15]([CH3:14])([CH3:42])[N:27]1[CH2:7][C:8]([F:11])([CH3:9])[CH3:10])=[CH:24][CH:23]=[CH:22][CH:21]=3. The reactants are FC(S(=O)(=O)OCC(C)(C)F)(F)F (2-Fluoro-2-methylpropyl trifluoromethanesulfonate), CC1(CC2=C(NC3=CC=CC=C23)C(N1)C1=C(C=C(C=C1F)/C=C/C(=O)OC)F)C ((E)-methyl 3-(4-(3,3-dimethyl-2,3,4,9-tetrahydro-1H-pyrido[3,4-b]indol-1-yl)-3,5-difluorophenyl)acrylate), C(C)N(C(C)C)C(C)C (N-ethyl-N-isopropylpropan-2-amine). Reactants: C(Cl)Cl (methylene chloride), CCCCCC (hexane), BrC(C(=O)C1=CC=C(C=C1)SC)C1=CC=C(C=C1)F (2-bromo-2-(4-fluorophenyl)-1-(4-methylthiophenyl)ethanone), C(C)(=S)N (thioacetamide). Solvent: C(C)O (ethanol). The product is FC1=CC=C(C=C1)C1=C(N=C(S1)C)C1=CC=C(C=C1)SC (5-(4-fluorophenyl)-4-(4-methylthiophenyl) -2-methylthiazole). Isolated yield 67.9%. Reaction SMILES: Br[CH:2]([C:13]1[CH:18]=[CH:17][C:16]([F:19])=[CH:15][CH:14]=1)[C:3]([C:5]1[CH:10]=[CH:9][C:8]([S:11][CH3:12])=[CH:7][CH:6]=1)=O.[C:20]([NH2:23])(=[S:22])[CH3:21].C(Cl)Cl.CCCCCC>C(O)C>[F:19][C:16]1[CH:17]=[CH:18][C:13]([C:2]2[S:22][C:20]([CH3:21])=[N:23][C:3]=2[C:5]2[CH:10]=[CH:9][C:8]([S:11][CH3:12])=[CH:7][CH:6]=2)=[CH:14][CH:15]=1. Reported procedure: To a solution of 2-bromo-2-(4-fluorophenyl)-1-(4-methylthiophenyl) ethanone from Step 2 (0.70 g, 2.10 mmol) in ethanol (20 mL) in a 50 mL round bottom flask was added thioacetamide (0.16 g, 2.10 mmol) and the mixture heated to reflux for 20 hours. The reaction was cooled to room temperature and concentrated in vacuo and dissolved in methylene chloride. This solution was washed with NaHCO3 saturated solution and dried over Na2SO4, filtered and reconcentrated in vacuo yielding a white crystalline ...